From a dataset of the Open Reaction Database (ORD), a public repository of structured organic reaction records. describe an organic reaction: reactants, conditions, products, and yield The reactants are C(C)(C)(C)OC(=O)N[C@@H]1[C@H](CC2=NC3=C(N2C1)C=CC(=C3)C(=O)O)C3=C(C=C(C(=C3)F)F)F ((2R,3R)-2-[(tert-Butoxycarbonyl)amino]-3-(2,4,5-trifluorophenyl)-1,2,3,4-tetrahydropyrido[1,2-a]benzimidazole-7-carboxylic acid), ON1N=NC2=C1C=CC=C2 (1-hydroxybenzotriazole), N1CCCC1 (pyrrolidine), C(C)(C)N(C(C)C)CC (N,N-diisopropylethylamine), Cl.CN(CCCN=C=NCC)C (N-(3-dimethylaminopropyl)-N′-ethylcarbodiimide hydrochloride). The solvent is CN(C)C=O (DMF). Reaction conditions: time 16 hour. Product: C(C)(C)(C)OC(N[C@@H]1[C@H](CC2=NC3=C(N2C1)C=CC(=C3)C(=O)N3CCCC3)C3=C(C=C(C(=C3)F)F)F)=O (tert-Butyl-(2R,3R)-7-(pyrrolidin-1-ylcarbonyl)-3-(2,4,5-trifluorophenyl)-1,2,3,4-tetrahydropyrido-[1,2-a]benzimidazol-2-ylcarbamate). RXN SMILES: [C:1]([O:5][C:6]([NH:8][C@H:9]1[CH2:17][N:16]2[C:12](=[N:13][C:14]3[CH:21]=[C:20]([C:22]([OH:24])=O)[CH:19]=[CH:18][C:15]=32)[CH2:11][C@@H:10]1[C:25]1[CH:30]=[C:29]([F:31])[C:28]([F:32])=[CH:27][C:26]=1[F:33])=[O:7])([CH3:4])([CH3:3])[CH3:2].ON1C2C=[CH:41][CH:42]=[CH:43][C:38]=2[N:37]=N1.N1CCCC1.C(N(CC)C(C)C)(C)C.Cl.CN(C)CCCN=C=NCC>CN(C=O)C>[C:1]([O:5][C:6](=[O:7])[NH:8][C@H:9]1[CH2:17][N:16]2[C:12](=[N:13][C:14]3[CH:21]=[C:20]([C:22]([N:37]4[CH2:38][CH2:43][CH2:42][CH2:41]4)=[O:24])[CH:19]=[CH:18][C:15]=32)[CH2:11][C@@H:10]1[C:25]1[CH:30]=[C:29]([F:31])[C:28]([F:32])=[CH:27][C:26]=1[F:33])([CH3:2])([CH3:4])[CH3:3] |f:4.5|. Procedure: To a solution containing 55 mg (0.12 mmol) of the product from Step C with 24 mg (0.18 mmol) of 1-hydroxybenzotriazole, 0.015 mL (0.18 mmol) of pyrrolidine, and 0.031 mL (0.18 mmol) of N,N-diisopropylethylamine in 1.0 mL of DMF was added 35 mg (0.18 mmol) of N-(3-dimethylaminopropyl)-N′-ethylcarbodiimide hydrochloride. The resulting mixture was stirred at ambient temperature for 16 h, then concentrated and purified directly by reverse phase HPLC (YMC Pro-C18 column, gradient elution, 5% to 80% a... Starting materials: [BH3-]C#N, Cn1cc2cc(C(F)(F)F)cc(COCC3(c4ccccc4)CCNCC3)c2n1, CC(=O)O, CC#N, [Na+]. The product is CN1CCC(COCc2cc(C(F)(F)F)cc3cn(C)nc23)(c2ccccc2)CC1. RXN SMILES: [C:30]([BH3-:31])#[N:32].[CH3:1][n:2]1[n:3][c:4]2[c:5]([CH2:15][O:16][CH2:17][C:18]3([c:24]4[cH:25][cH:26][cH:27][cH:28][cH:29]4)[CH2:19][CH2:20][NH:21][CH2:22][CH2:23]3)[cH:6][c:7]([C:11]([F:12])([F:13])[F:14])[cH:8][c:9]2[cH:10]1.[CH3:34][C:35](=[O:36])[OH:37].[CH3:38][C:39]#[N:40].[Na+:33]>>[CH3:1][n:2]1[n:3][c:4]2[c:5]([CH2:15][O:16][CH2:17][C:18]3([c:24]4[cH:25][cH:26][cH:27][cH:28][cH:29]4)[CH2:19][CH2:20][N:21]([CH3:30])[CH2:22][CH2:23]3)[cH:6][c:7]([C:11]([F:12])([F:13])[F:14])[cH:8][c:9]2[cH:10]1. The product is CCCCNCCN=[N+]=[N-], Cl. Reactants: CCCCNCCCl, Cl, [N-]=[N+]=[N-], [Na+], [Na+], CN(C)C=O, [OH-]. RXN SMILES: [CH2:2]([CH2:3][CH2:4][CH3:5])[NH:6][CH2:7][CH2:8][Cl:9].[ClH:1].[N-:11]=[N+:12]=[N-:13].[Na+:10].[Na+:15].[O:16]=[CH:17][N:18]([CH3:19])[CH3:20].[OH-:14]>>[CH2:2]([CH2:3][CH2:4][CH3:5])[NH:6][CH2:7][CH2:8][N:11]=[N+:12]=[N-:13].[ClH:9]. The reactants are COC=1C=C(C=CC1OC)CCCCCCO (6-(3,4-dimethoxyphenyl)hexan-1-ol), ClCl (chlorine). The solvent is C(Cl)Cl (methylene chloride), C(Cl)Cl (methylene chloride). Reaction conditions: time 16 hour. The product is ClC1=CC(=C(C=C1CCCCCCO)OC)OC (6-(6-chloro-3,4-dimethoxyphenyl)hexan-1-ol). Reaction SMILES: [CH3:1][O:2][C:3]1[CH:4]=[C:5]([CH2:11][CH2:12][CH2:13][CH2:14][CH2:15][CH2:16][OH:17])[CH:6]=[CH:7][C:8]=1[O:9][CH3:10].[Cl:18]Cl>C(Cl)Cl>[Cl:18][C:6]1[C:5]([CH2:11][CH2:12][CH2:13][CH2:14][CH2:15][CH2:16][OH:17])=[CH:4][C:3]([O:2][CH3:1])=[C:8]([O:9][CH3:10])[CH:7]=1. Reported procedure: To 1.40 g of 6-(3,4-dimethoxyphenyl)hexan-1-ol in 25 mL of methylene chloride cooled in a ethanol-dry ice bath was added 4.6 mL of 1.35M chlorine in methylene chloride. The reaction mixture was kept at -75° for 1.5 hours, at -18° for 16 hours and then at 0° for 24 hours. After concentration under reduced pressure, the crude product was purified by HPLC to give 6-(6-chloro-3,4-dimethoxyphenyl)hexan-1-ol as an oil. The nmr spectrum was consistent with the structure and the mass spectrum gave a mol... The reactants are F[B-](F)(F)F, O=C([O-])[O-], CC(=O)NCc1ccc(B(O)O)cc1, O=C([O-])O, CCCCP(CCCC)CCCC, CO, [Cl-], CCn1cc(CN2CCN(c3nccnc3Cl)CC2)c(C)n1, [K+], [K+], [NH4+], [Na+], O=C(C=Cc1ccccc1)C=Cc1ccccc1, C1CCOC1, O=C(C=Cc1ccccc1)C=Cc1ccccc1, O=C(C=Cc1ccccc1)C=Cc1ccccc1, O, [Pd], [Pd]. Yields the product Cl, CCn1cc(CN2CCN(c3nccnc3-c3ccc(CNC(C)=O)cc3)CC2)c(C)n1. Reaction SMILES: [B-:43]([F:44])([F:45])([F:46])[F:47].[C:23](=[O:24])([O-:25])[O-:26].[C:29]([CH3:30])(=[O:31])[NH:32][CH2:33][c:34]1[cH:35][cH:36][c:37]([B:40]([OH:41])[OH:42])[cH:38][cH:39]1.[C:69](=[O:70])([OH:71])[O-:72].[CH2:48]([P:49]([CH2:50][CH2:51][CH2:52][CH3:53])[CH2:54][CH2:55][CH2:56][CH3:57])[CH2:58][CH2:59][CH3:60].[CH3:74][OH:75].[Cl-:61].[Cl:1][c:2]1[c:3]([N:8]2[CH2:9][CH2:10][N:11]([CH2:14][c:15]3[c:16]([CH3:22])[n:17][n:18]([CH2:20][CH3:21])[cH:19]3)[CH2:12][CH2:13]2)[n:4][cH:5][cH:6][n:7]1.[K+:27].[K+:28].[NH4+:62].[Na+:73].[O:114]=[C:115]([CH:116]=[CH:117][c:118]1[cH:119][cH:120][cH:121][cH:122][cH:123]1)[CH:124]=[CH:125][c:126]1[cH:127][cH:128][cH:129][cH:130][cH:131]1.[O:63]1[CH2:64][CH2:65][CH2:66][CH2:67]1.[O:78]=[C:79]([CH:80]=[CH:81][c:82]1[cH:83][cH:84][cH:85][cH:86][cH:87]1)[CH:88]=[CH:89][c:90]1[cH:91][cH:92][cH:93][cH:94][cH:95]1.[O:96]=[C:97]([CH:98]=[CH:99][c:100]1[cH:101][cH:102][cH:103][cH:104][cH:105]1)[CH:106]=[CH:107][c:108]1[cH:109][cH:110][cH:111][cH:112][cH:113]1.[OH2:68].[Pd:76].[Pd:77]>>[ClH:1].[c:2]1(-[c:37]2[cH:36][cH:35][c:34]([CH2:33][NH:32][C:29]([CH3:30])=[O:31])[cH:39][cH:38]2)[c:3]([N:8]2[CH2:9][CH2:10][N:11]([CH2:14][c:15]3[c:16]([CH3:22])[n:17][n:18]([CH2:20][CH3:21])[cH:19]3)[CH2:12][CH2:13]2)[n:4][cH:5][cH:6][n:7]1. Starting materials: CC1(C)OCC(COc2ccc(C(=O)OCc3ccccc3)cc2)O1, CO, [H][H]. The product is CC1(C)OCC(COc2ccc(C(=O)O)cc2)O1. Reaction SMILES: [CH3:1][C:2]1([CH3:25])[O:3][CH2:4][CH:5]([CH2:7][O:8][c:9]2[cH:10][cH:11][c:12]([C:13](=[O:14])[O:15][CH2:16][c:17]3[cH:18][cH:19][cH:20][cH:21][cH:22]3)[cH:23][cH:24]2)[O:6]1.[CH3:28][OH:29].[H:26][H:27]>>[CH3:1][C:2]1([CH3:25])[O:3][CH2:4][CH:5]([CH2:7][O:8][c:9]2[cH:10][cH:11][c:12]([C:13](=[O:14])[OH:15])[cH:23][cH:24]2)[O:6]1.